This data is from the Open Reaction Database (ORD), a public repository of structured organic reaction records. The task is: describe an organic reaction: reactants, conditions, products, and yield Starting materials: CC1(COc2ccccc2Cl)CCN(C(=O)OC(C)(C)C)CC1, CCOC(C)=O, CCOC(C)=O, ClCCl, Cl, [Na+], [Na+], O=C([O-])[O-]. Yields the product CC1(COc2ccccc2Cl)CCNCC1. As a reaction SMILES: [C:1]([O:2][C:3](=[O:4])[N:8]1[CH2:9][CH2:10][C:11]([CH3:14])([CH2:15][O:16][c:17]2[c:18]([Cl:23])[cH:19][cH:20][cH:21][cH:22]2)[CH2:12][CH2:13]1)([CH3:5])([CH3:6])[CH3:7].[C:39]([O:40][CH2:41][CH3:42])(=[O:43])[CH3:44].[CH3:33][CH2:34][O:35][C:36](=[O:37])[CH3:38].[Cl:30][CH2:31][Cl:32].[ClH:45].[Na+:24].[Na+:25].[O-:26][C:27](=[O:28])[O-:29]>>[NH:8]1[CH2:9][CH2:10][C:11]([CH3:14])([CH2:15][O:16][c:17]2[c:18]([Cl:23])[cH:19][cH:20][cH:21][cH:22]2)[CH2:12][CH2:13]1. Reactants: CNS(=O)(=O)Cc1ccc2[nH]c([Si](C)(C)C)cc2c1, CC#N, F. The product is CNS(=O)(=O)Cc1ccc2[nH]ccc2c1. Reaction SMILES: [CH3:1][NH:2][S:3](=[O:4])(=[O:5])[CH2:6][c:7]1[cH:8][c:9]2[cH:10][c:11]([Si:16]([CH3:17])([CH3:18])[CH3:19])[nH:12][c:13]2[cH:14][cH:15]1.[CH3:21][C:22]#[N:23].[FH:20]>>[CH3:1][NH:2][S:3](=[O:4])(=[O:5])[CH2:6][c:7]1[cH:8][c:9]2[cH:10][cH:11][nH:12][c:13]2[cH:14][cH:15]1. The reactants are solution, COC(C)(C)C (tert-butyl methyl ether), C(C1=CC=CC=C1)N1C(NC2=C(C1=O)CNCC2)=O (3-benzyl-5,6,7,8-tetrahydro-1H-pyrido[4,3-d]pyrimidine-2,4-dione), C(C)N(C(C)C)C(C)C (ethyldiisopropylamine), ClC(C(=O)OCC)C1=C(C=CC=C1)Cl (ethyl chloro(2-chlorophenyl)-acetate). Procedure: A mixture of 77.2 g of 3-benzyl-5,6,7,8-tetrahydro-1H-pyrido[4,3-d]pyrimidine-2,4-dione, 63 g of ethyldiisopropylamine and 126 g of ethyl chloro(2-chlorophenyl)-acetate (89% pure according to GC) in 1700 ml of dimethylformamide was stirred for 48 h at room temperature. It was concentrated under reduced pressure and the residue was worked up by extraction with dichloromethane and water. The dichloromethane phases were combined, dried and concentrated. The residue was diluted with 50 ml of dichlor... Run in ClCCl (dichloromethane), Cl (hydrochloric acid), CCOCC (ether), CN(C=O)C (dimethylformamide). Reaction SMILES: [CH2:1]([N:8]1[C:13](=[O:14])[C:12]2[CH2:15][NH:16][CH2:17][CH2:18][C:11]=2[NH:10][C:9]1=[O:19])[C:2]1[CH:7]=[CH:6][CH:5]=[CH:4][CH:3]=1.C(N(C(C)C)C(C)C)C.[Cl:29][CH:30]([C:36]1[CH:41]=[CH:40][CH:39]=[CH:38][C:37]=1[Cl:42])[C:31]([O:33][CH2:34][CH3:35])=[O:32].COC(C)(C)C>CN(C)C=O.ClCCl.Cl.CCOCC>[ClH:29].[CH2:1]([N:8]1[C:13](=[O:14])[C:12]2[CH2:15][N:16]([CH:30]([C:36]3[CH:41]=[CH:40][CH:39]=[CH:38][C:37]=3[Cl:42])[C:31]([O:33][CH2:34][CH3:35])=[O:32])[CH2:17][CH2:18][C:11]=2[NH:10][C:9]1=[O:19])[C:2]1[CH:3]=[CH:4][CH:5]=[CH:6][CH:7]=1 |f:8.9|. Run at time 48 hour. Yields the product Cl.C(C1=CC=CC=C1)N1C(NC2=C(C1=O)CN(CC2)C(C(=O)OCC)C2=C(C=CC=C2)Cl)=O (Ethyl (3-benzyl-2,4-dioxo-2,3,4,5,7,8-hexahydro-1H-pyrido[4,3-d]pyrimidin-6-yl)(2-chlorophenyl)acetate hydrochloride). Starting materials: ClC=1C(=C(C=CC1)CN1C(=NC(C2=C1N=C(S2)N2CCOCC2)=O)SC)C (4-[(3-chloro-2-methylphenyl)methyl]-5-(methylthio)-2-(4-morpholinyl)[1,3]thiazolo[4,5-d]pyrimidin-7(4H)-one), C1=CC(=CC(=C1)Cl)C(=O)OO (m-CPBA). Run in ClCCl (Dichloromethane), ClCCl (Dichloromethane). Run at time 3 hour. Product: ClC=1C(=C(C=CC1)CN1C(NC(C2=C1N=C(S2)N2CCOCC2)=O)=O)C (4-[(3-chloro-2-methylphenyl)methyl]-2-(4-morpholinyl)[1,3]thiazolo[4,5-d]pyrimidine-5,7(4H,6H)-dione). As a reaction SMILES: [Cl:1][C:2]1[C:3]([CH3:27])=[C:4]([CH2:8][N:9]2[C:14]3[N:15]=[C:16]([N:18]4[CH2:23][CH2:22][O:21][CH2:20][CH2:19]4)[S:17][C:13]=3[C:12](=[O:24])[N:11]=[C:10]2SC)[CH:5]=[CH:6][CH:7]=1.C1C=C(Cl)C=C(C(OO)=[O:36])C=1>ClCCl>[Cl:1][C:2]1[C:3]([CH3:27])=[C:4]([CH2:8][N:9]2[C:14]3[N:15]=[C:16]([N:18]4[CH2:23][CH2:22][O:21][CH2:20][CH2:19]4)[S:17][C:13]=3[C:12](=[O:24])[NH:11][C:10]2=[O:36])[CH:5]=[CH:6][CH:7]=1. Reported procedure: To a solution of 4-[(3-chloro-2-methylphenyl)methyl]-5-(methylthio)-2-(4-morpholinyl)[1,3]thiazolo[4,5-d]pyrimidin-7(4H)-one (25 mg, 0.059 mmol) in Dichloromethane (DCM) (500 μl) was added m-CPBA (13.25 mg, 0.059 mmol) in Dichloromethane (DCM) (300 μl) at 0° C. After stirring at room temperature for 3 h, the solution was washed with 5% aqueous sodium hydrogen sulfite followed by saturated aqueous sodium bicarbonate. The organic layer was dried (sodium sulfate), filtered, and concentrated. The cr... The reactants are CN(C)C=O, Cc1oc(-c2ccccc2)nc1COc1ccccc1CCl, [H-], [Na+], O, COC(=O)Cc1ccccc1O. Yields the product COC(=O)Cc1ccccc1OCc1ccccc1OCc1nc(-c2ccccc2)oc1C. As a reaction SMILES: [CH3:35][N:36]([CH3:37])[CH:38]=[O:39].[Cl:1][CH2:2][c:3]1[c:4]([O:5][CH2:6][c:7]2[n:8][c:9](-[c:13]3[cH:14][cH:15][cH:16][cH:17][cH:18]3)[o:10][c:11]2[CH3:12])[cH:19][cH:20][cH:21][cH:22]1.[H-:40].[Na+:41].[OH2:42].[OH:23][c:24]1[c:25]([CH2:30][C:31](=[O:32])[O:33][CH3:34])[cH:26][cH:27][cH:28][cH:29]1>>[CH2:2]([c:3]1[c:4]([O:5][CH2:6][c:7]2[n:8][c:9](-[c:13]3[cH:14][cH:15][cH:16][cH:17][cH:18]3)[o:10][c:11]2[CH3:12])[cH:19][cH:20][cH:21][cH:22]1)[O:23][c:24]1[c:25]([CH2:30][C:31](=[O:32])[O:33][CH3:34])[cH:26][cH:27][cH:28][cH:29]1. Reactants: CC1(C=2C=CC(=CC2C(=CC1)C=1C=CC(=NC1)C)C#CC1=CC=C(C(=O)OCC)C=C1)C (ethyl 4-[(5,6-dihydro-5,5-dimethyl-8-(2-methyl-5-pyridyl)-2-naphthalenyl)ethynyl]benzoate), CC1(C=2C=CC(=CC2C(=CC1)C=1C=CC(=NC1)C)C#CC1=CC=C(C(=O)OCC)C=C1)C (ethyl 4-[(5,6-dihydro-5,5-dimethyl-8-(2-methyl-5-pyridyl)-2-naphthalenyl)ethynyl]benzoate), O[Li].O (LiOH—H2O). Run in C1CCOC1.O (THF water). The product is CC1(C=2C=CC(=CC2C(=CC1)C=1C=CC(=NC1)C)C#CC1=CC=C(C(=O)O)C=C1)C (4-[(5.6-Dihydro-5,5-dimethyl-8-(2-methyl-5-pyridyl)-2-naphthalenyl)ethynyl]benzoic acid). RXN SMILES: [CH3:1][C:2]1([CH3:32])[CH2:11][CH:10]=[C:9]([C:12]2[CH:13]=[CH:14][C:15]([CH3:18])=[N:16][CH:17]=2)[C:8]2[CH:7]=[C:6]([C:19]#[C:20][C:21]3[CH:31]=[CH:30][C:24]([C:25]([O:27]CC)=[O:26])=[CH:23][CH:22]=3)[CH:5]=[CH:4][C:3]1=2.O[Li].O>C1COCC1.O>[CH3:1][C:2]1([CH3:32])[CH2:11][CH:10]=[C:9]([C:12]2[CH:13]=[CH:14][C:15]([CH3:18])=[N:16][CH:17]=2)[C:8]2[CH:7]=[C:6]([C:19]#[C:20][C:21]3[CH:22]=[CH:23][C:24]([C:25]([OH:27])=[O:26])=[CH:30][CH:31]=3)[CH:5]=[CH:4][C:3]1=2 |f:1.2,3.4|. Procedure: A solution of 81.7 mg (0.194 mmol) of ethyl 4-[(5,6-dihydro-5,5-dimethyl-8-(2-methyl-5-pyridyl)-2-naphthalenyl)ethynyl]benzoate (Compound 12) and 40.7 mg (0.969 mmol) of LiOH—H2O in 3 ml of THF/water (3:1, v/v), was stirred overnight at room temperature. The reaction was quenched by the addition of saturated aqueous NH4Cl and extracted with EtOAc. The combined organic layers were washed with water and brine, dried over Na2SO4 and concentrated in vacuo to give the title compound as a colorless so... Starting materials: COC(CO)CO (2-methoxy-1,3-propyleneglycol), C(CCCCCCCCCCCCCCCCCCCCCC)(=O)O (tricosanoic acid), C1(=CC=CC=C1)P(=O)(C1=CC=CC=C1)N=[N+]=[N-] (diphenylphosphorylazide), N1=CC=CC=C1 (pyridine). Solvent: C1(=CC=CC=C1)C (toluene), C(C)N(CC)CC (triethylamine). Conditions: time 3 hour. Yields the product C(CCCCCCCCCCCCCCCCCCCCC)NC(=O)OCC(CO)OC (3-(N-docosylcarbamoyloxy)-2-methoxy-1-propanol). Yield: 47.0%. Reaction SMILES: C(O)(=O)[CH2:2][CH2:3][CH2:4][CH2:5][CH2:6][CH2:7][CH2:8][CH2:9][CH2:10][CH2:11][CH2:12][CH2:13][CH2:14][CH2:15][CH2:16][CH2:17][CH2:18][CH2:19][CH2:20][CH2:21][CH2:22][CH3:23].C1(P(N=[N+]=[N-])(C2C=CC=CC=2)=[O:33])C=CC=CC=1.[N:43]1[CH:48]=CC=CC=1.[CH3:49][O:50][CH:51]([CH2:54][OH:55])[CH2:52][OH:53]>C1(C)C=CC=CC=1.C(N(CC)CC)C>[CH2:2]([NH:43][C:48]([O:53][CH2:52][CH:51]([O:50][CH3:49])[CH2:54][OH:55])=[O:33])[CH2:3][CH2:4][CH2:5][CH2:6][CH2:7][CH2:8][CH2:9][CH2:10][CH2:11][CH2:12][CH2:13][CH2:14][CH2:15][CH2:16][CH2:17][CH2:18][CH2:19][CH2:20][CH2:21][CH2:22][CH3:23]. Procedure details: In a mixture of 70 ml of dry toluene and 3.6 ml of triethylamine is dissolved 7.08 g (2×10-2 moles) of tricosanoic acid, and 6.6 g (2.4×10-1 moles) of diphenylphosphorylazide is added dropwise at room temperature. The mixture is stirred at room temperature for 3 hours, concentrated to one-third of its original volume, and refluxed for 1.5 hours. After cooling, 30 ml of pyridine and 7.84 g (7.4×10-2 moles) of 2-methoxy-1,3-propyleneglycol. The mixture is stirred at room temperature overnight and ...